From a dataset of the Open Reaction Database (ORD), a public repository of structured organic reaction records. describe an organic reaction: reactants, conditions, products, and yield Starting materials: NC1=CC=C(CC2=NC=3N(C(N(C(C3N2)=O)CC2=C(C=CC=C2)F)=O)CCCC)C=C1 (8-(4-amino-benzyl)-3-butyl-1-(2-fluoro-benzyl)-3,7-dihydro-purine-2,6-dione), CC(C)S(=O)(=O)Cl (propane-2-sulfonyl chloride). The product is C(CCC)N1C(N(C(C=2NC(=NC12)CC1=CC=C(C=C1)NS(=O)(=O)C(C)C)=O)CC1=C(C=CC=C1)F)=O (Propane-2-sulfonic acid {4-[3-butyl-1-(2-fluoro-benzyl)-2,6-dioxo-2,3,6,7-tetrahydro-1H-purin-8-ylmethyl]-phenyl}-amide). RXN SMILES: [NH2:1][C:2]1[CH:31]=[CH:30][C:5]([CH2:6][C:7]2[NH:15][C:14]3[C:13](=[O:16])[N:12]([CH2:17][C:18]4[CH:23]=[CH:22][CH:21]=[CH:20][C:19]=4[F:24])[C:11](=[O:25])[N:10]([CH2:26][CH2:27][CH2:28][CH3:29])[C:9]=3[N:8]=2)=[CH:4][CH:3]=1.[CH3:32][CH:33]([S:35](Cl)(=[O:37])=[O:36])[CH3:34]>>[CH2:26]([N:10]1[C:9]2[N:8]=[C:7]([CH2:6][C:5]3[CH:4]=[CH:3][C:2]([NH:1][S:35]([CH:33]([CH3:34])[CH3:32])(=[O:37])=[O:36])=[CH:31][CH:30]=3)[NH:15][C:14]=2[C:13](=[O:16])[N:12]([CH2:17][C:18]2[CH:23]=[CH:22][CH:21]=[CH:20][C:19]=2[F:24])[C:11]1=[O:25])[CH2:27][CH2:28][CH3:29]. Reported procedure: Prepared from 8-(4-amino-benzyl)-3-butyl-1-(2-fluoro-benzyl)-3,7-dihydro-purine-2,6-dione and propane-2-sulfonyl chloride. Purity (ELSD, based on MW=527.6)=84%. RXN SMILES: [Br:7][c:8]1[cH:9][c:10]([F:16])[c:11]([O:14][CH3:15])[cH:12][cH:13]1.[C:1](=[O:2])([O-:3])[O-:4].[Cs+:5].[Cs+:6].[NH2:17][c:18]1[c:19]([C:20](=[O:21])[NH:22][c:23]2[cH:24][cH:25][c:26]([F:29])[cH:27][cH:28]2)[cH:30][cH:31][cH:32][n:33]1.[O:34]1[CH2:35][CH2:36][O:37][CH2:38][CH2:39]1.[O:43]=[C:44]([CH:45]=[CH:46][c:47]1[cH:48][cH:49][cH:50][cH:51][cH:52]1)[CH:53]=[CH:54][c:55]1[cH:56][cH:57][cH:58][cH:59][cH:60]1.[O:61]=[C:62]([CH:63]=[CH:64][c:65]1[cH:66][cH:67][cH:68][cH:69][cH:70]1)[CH:71]=[CH:72][c:73]1[cH:74][cH:75][cH:76][cH:77][cH:78]1.[O:79]=[C:80]([CH:81]=[CH:82][c:83]1[cH:84][cH:85][cH:86][cH:87][cH:88]1)[CH:89]=[CH:90][c:91]1[cH:92][cH:93][cH:94][cH:95][cH:96]1.[OH2:40].[Pd:41].[Pd:42]>>[c:8]1([NH:17][c:18]2[c:19]([C:20](=[O:21])[NH:22][c:23]3[cH:24][cH:25][c:26]([F:29])[cH:27][cH:28]3)[cH:30][cH:31][cH:32][n:33]2)[cH:9][c:10]([F:16])[c:11]([O:14][CH3:15])[cH:12][cH:13]1. Yields the product COc1ccc(Nc2ncccc2C(=O)Nc2ccc(F)cc2)cc1F. The reactants are COc1ccc(Br)cc1F, O=C([O-])[O-], [Cs+], [Cs+], Nc1ncccc1C(=O)Nc1ccc(F)cc1, C1COCCO1, O=C(C=Cc1ccccc1)C=Cc1ccccc1, O=C(C=Cc1ccccc1)C=Cc1ccccc1, O=C(C=Cc1ccccc1)C=Cc1ccccc1, O, [Pd], [Pd].